This data is from the Open Reaction Database (ORD), a public repository of structured organic reaction records. The task is: describe an organic reaction: reactants, conditions, products, and yield The reactants are BrC1=CC=C(CN2C(=NC3=C2C=C(C=C3)OCC3=NN(C=C3)C)[C@@H]3[C@@H](CCCC3)C(=O)O)C=C1 (racemic cis-2-(1-(4-bromobenzyl)-6-((1-methyl-1H-pyrazol-3-yl)methoxy)-1H-benzo[d]imidazol-2-yl)cyclohexanecarboxylic acid), FC1(CCNCC1)F (4,4-difluoropiperidine). Yields the product FC1(CCN(CC1)C1=CC=C(CN2C(=NC3=C2C=C(C=C3)OCC3=NN(C=C3)C)[C@@H]3[C@@H](CCCC3)C(=O)O)C=C1)F (racemic cis-2-{1-[4-(4,4-Difluoropiperidin-1-yl)benzyl]-6-[(1-methyl-1H-pyrazol-3-yl)methoxy]-1H-benzimidazol-2-yl}cyclohexanecarboxylic acid). Reaction SMILES: Br[C:2]1[CH:34]=[CH:33][C:5]([CH2:6][N:7]2[C:11]3[CH:12]=[C:13]([O:16][CH2:17][C:18]4[CH:22]=[CH:21][N:20]([CH3:23])[N:19]=4)[CH:14]=[CH:15][C:10]=3[N:9]=[C:8]2[C@H:24]2[CH2:29][CH2:28][CH2:27][CH2:26][C@H:25]2[C:30]([OH:32])=[O:31])=[CH:4][CH:3]=1.[F:35][C:36]1([F:42])[CH2:41][CH2:40][NH:39][CH2:38][CH2:37]1>>[F:35][C:36]1([F:42])[CH2:41][CH2:40][N:39]([C:2]2[CH:34]=[CH:33][C:5]([CH2:6][N:7]3[C:11]4[CH:12]=[C:13]([O:16][CH2:17][C:18]5[CH:22]=[CH:21][N:20]([CH3:23])[N:19]=5)[CH:14]=[CH:15][C:10]=4[N:9]=[C:8]3[C@H:24]3[CH2:29][CH2:28][CH2:27][CH2:26][C@H:25]3[C:30]([OH:32])=[O:31])=[CH:4][CH:3]=2)[CH2:38][CH2:37]1. Procedure details: The title compound was prepared from racemic cis-2-(1-(4-bromobenzyl)-6-((1-methyl-1H-pyrazol-3-yl)methoxy)-1H-benzo[d]imidazol-2-yl)cyclohexanecarboxylic acid using analogous conditions to Example 152 using 4,4-difluoropiperidine. MS (ESI): mass calcd. for C31H35F2N5O3, 563.65; m/z found, 564.3 [M+H]+. 1H NMR (500 MHz, CD3OD) δ 7.55-7.48 (m, 2H), 7.04 (d, J=8.7, 2H), 6.96 (dd, J=10.0, 5.5, 3H), 6.93-6.88 (m, 1H), 6.27 (d, J=2.2, 1H), 5.43 (d, J=16.7, 1H), 5.38 (d, J=16.7, 1H), 4.99 (s, 2H), 3.8... Reactants: C1=CC=CC=2C3=CC=CC=C3C(C12)COC(=O)N1[C@@H](CCC1)[C@@H]([C@H](C(=O)N[C@@H](CC1=CC=CC=C1)C(=O)OC(C)(C)C)C)OC (tert-butyl N-[(2R,3R)-3-{(2S)-1[(9H-fluoren-9-ylmethoxy)carbonyl]pyrrolidin-2-yl}-3-methoxy-2-methylpropanoyl]-L-phenylalaninate), C(C)NCC (diethylamine), C(C)NCC (diethylamine). Solvent: ClCCl (dichloromethane). Reaction conditions: time 2 hour. Product: CO[C@H]([C@H](C(=O)N[C@@H](CC1=CC=CC=C1)C(=O)OC(C)(C)C)C)[C@H]1NCCC1 (tert-butyl N-{(2R,3R)-3-methoxy-2-methyl-3-[(2S)-pyrrolidin-2-yl]propanoyl}-L-phenylalaninate). Reaction SMILES: C1C2C(COC([N:18]3[CH2:22][CH2:21][CH2:20][C@H:19]3[C@H:23]([O:44][CH3:45])[C@@H:24]([CH3:43])[C:25]([NH:27][C@H:28]([C:36]([O:38][C:39]([CH3:42])([CH3:41])[CH3:40])=[O:37])[CH2:29][C:30]3[CH:35]=[CH:34][CH:33]=[CH:32][CH:31]=3)=[O:26])=O)C3C(=CC=CC=3)C=2C=CC=1.C(NCC)C>ClCCl>[CH3:45][O:44][C@@H:23]([C@@H:19]1[CH2:20][CH2:21][CH2:22][NH:18]1)[C@@H:24]([CH3:43])[C:25]([NH:27][C@H:28]([C:36]([O:38][C:39]([CH3:42])([CH3:41])[CH3:40])=[O:37])[CH2:29][C:30]1[CH:31]=[CH:32][CH:33]=[CH:34][CH:35]=1)=[O:26]. Procedure details: To a stirring solution of #120 (2.87 g, 4.68 mmol, 1.00 eq.) in 20 mL of dichloromethane, diethylamine (10 mL, 95 mM, 20.5 eq.) was added. The reaction was allowed to stir at room temperature for 2 hours. Another (10 mL, 95 mmol, 20.5 eq.) of diethylamine was added and the reaction was allowed to stir at room temperature for 3 more hours. Reaction was concentrated in vacuo and placed underneath high vacuum producing #121 (1.8 g, quant.) yellow white oil solid mix. LC-MS (Protocol Q): m/z 391.1 [... The reactants are C1CCOC1, CO, Cc1ncsc1C=CC(=O)C(C)C. The product is Cc1ncsc1CCC(=O)C(C)C. Reaction SMILES: [CH2:16]1[O:17][CH2:18][CH2:19][CH2:20]1.[CH3:14][OH:15].[CH3:1][CH:2]([C:3]([CH:4]=[CH:5][c:6]1[c:7]([CH3:11])[n:8][cH:9][s:10]1)=[O:12])[CH3:13]>>[CH3:1][CH:2]([C:3]([CH2:4][CH2:5][c:6]1[c:7]([CH3:11])[n:8][cH:9][s:10]1)=[O:12])[CH3:13]. Reactants: Brc1ncnc2nc[nH]c12, CCCCO, CCN(C(C)C)C(C)C, CCC(N)c1nc2cccc(C)c2c(=O)n1-c1ccccc1. The product is CCC(Nc1ncnc2[nH]cnc12)c1nc2cccc(C)c2c(=O)n1-c1ccccc1. As a reaction SMILES: [Br:23][c:24]1[c:25]2[nH:26][cH:27][n:28][c:29]2[n:30][cH:31][n:32]1.[CH2:42]([OH:43])[CH2:44][CH2:45][CH3:46].[CH:33]([N:34]([CH:35]([CH3:36])[CH3:37])[CH2:38][CH3:39])([CH3:40])[CH3:41].[NH2:1][CH:2]([CH2:3][CH3:4])[c:5]1[n:6][c:7]2[cH:8][cH:9][cH:10][c:11]([CH3:22])[c:12]2[c:13](=[O:21])[n:14]1-[c:15]1[cH:16][cH:17][cH:18][cH:19][cH:20]1>>[NH:1]([CH:2]([CH2:3][CH3:4])[c:5]1[n:6][c:7]2[cH:8][cH:9][cH:10][c:11]([CH3:22])[c:12]2[c:13](=[O:21])[n:14]1-[c:15]1[cH:16][cH:17][cH:18][cH:19][cH:20]1)[c:24]1[c:25]2[n:26][cH:27][nH:28][c:29]2[n:30][cH:31][n:32]1.